Dataset: the Open Reaction Database (ORD), a public repository of structured organic reaction records. Task: describe an organic reaction: reactants, conditions, products, and yield Starting materials: CC(C)C(NC(=O)OC(C)(C)C)C(=O)NC(Cc1ccccc1)CC(O)C(Cc1ccccc1)NC(=O)OCc1cncs1, Cl, C1COCCO1. The product is Cl, CC(C)C(N)C(=O)NC(Cc1ccccc1)CC(O)C(Cc1ccccc1)NC(=O)OCc1cncs1. Reaction SMILES: [C:1]([O:2][C:3](=[O:4])[NH:8][CH:9]([CH:10]([CH3:11])[CH3:12])[C:13](=[O:14])[NH:15][CH:16]([CH2:17][CH:18]([CH:19]([CH2:20][c:21]1[cH:22][cH:23][cH:24][cH:25][cH:26]1)[NH:27][C:28](=[O:29])[O:30][CH2:31][c:32]1[cH:33][n:34][cH:35][s:36]1)[OH:37])[CH2:38][c:39]1[cH:40][cH:41][cH:42][cH:43][cH:44]1)([CH3:5])([CH3:6])[CH3:7].[ClH:45].[O:46]1[CH2:47][CH2:48][O:49][CH2:50][CH2:51]1>>[ClH:45].[NH2:8][CH:9]([CH:10]([CH3:11])[CH3:12])[C:13](=[O:14])[NH:15][CH:16]([CH2:17][CH:18]([CH:19]([CH2:20][c:21]1[cH:22][cH:23][cH:24][cH:25][cH:26]1)[NH:27][C:28](=[O:29])[O:30][CH2:31][c:32]1[cH:33][n:34][cH:35][s:36]1)[OH:37])[CH2:38][c:39]1[cH:40][cH:41][cH:42][cH:43][cH:44]1. Reactants: C(C)(C)N1C=C2C[C@H]3NC[C@@H](C[C@@H]3C=3C=CC=C1C32)C(=O)O (1-isopropylergoline-8β-carboxylic acid), C1(CCCCC1)O (cyclohexanol), C1(=CC=C(C=C1)S(=O)(=O)O)C (p-toluenesulfonic acid). Yields the product C(C)(C)N1C=C2C[C@H]3NC[C@@H](C[C@@H]3C=3C=CC=C1C32)C(=O)OC3CCCCC3 (1-isopropyl-8β-(cyclohexyloxycarbonyl)ergoline). As a reaction SMILES: [CH:1]([N:4]1[C:18]2[C:19]3[C:6]([CH2:7][C@@H:8]4[C@@H:13]([C:14]=3[CH:15]=[CH:16][CH:17]=2)[CH2:12][C@@H:11]([C:20]([OH:22])=[O:21])[CH2:10][NH:9]4)=[CH:5]1)([CH3:3])[CH3:2].[CH:23]1(O)[CH2:28][CH2:27][CH2:26][CH2:25][CH2:24]1.C1(C)C=CC(S(O)(=O)=O)=CC=1>>[CH:1]([N:4]1[C:18]2[C:19]3[C:6]([CH2:7][C@@H:8]4[C@@H:13]([C:14]=3[CH:15]=[CH:16][CH:17]=2)[CH2:12][C@@H:11]([C:20]([O:22][CH:23]2[CH2:28][CH2:27][CH2:26][CH2:25][CH2:24]2)=[O:21])[CH2:10][NH:9]4)=[CH:5]1)([CH3:3])[CH3:2]. Reported procedure: Following the procedure of Example 1, 1.5 g of 1-isopropylergoline-8β-carboxylic acid were esterified with 15 g of cyclohexanol in the presence of 1.5 g of p-toluenesulfonic acid to yield 1-isopropyl-8β-(cyclohexyloxycarbonyl)ergoline. The product, 1.91 g of an oil, was converted to the maleate salt in a 6:1 ether/ethyl acetate solvent mixture. The salt was isolated by evaporation and then recrystallized from ether/methanol; yield=0.93 g of cyclohexyl 1-isopropyl-8β-(cyclohexyloxycarbonyl)ergoli... Starting materials: C(C)(C)(C)OC(=O)N1CCC(=CC1)C1=CC=C(C=C1)C1=CN=C(O1)NC1=CC(=CC=C1)Cl (4-{4-[2-(3-chlorophenylamino)-oxazol-5-yl]-phenyl}-3,6-dihydro-2H-pyridine-1-carboxylic acid tert-butyl ester), Cl (HCl). Solvent: CO (MeOH), O1CCOCC1 (dioxane). Reaction conditions: time 2 hour. Product: ClC=1C=C(C=CC1)NC=1OC(=CN1)C1=CC=C(C=C1)C=1CCNCC1 ((3-Chlorophenyl)-{5-[4-(1,2,3,6-tetrahydro-pyridin-4-yl)-phenyl]-oxazol-2-yl}-amine). As a reaction SMILES: C(OC([N:8]1[CH2:13][CH:12]=[C:11]([C:14]2[CH:19]=[CH:18][C:17]([C:20]3[O:24][C:23]([NH:25][C:26]4[CH:31]=[CH:30][CH:29]=[C:28]([Cl:32])[CH:27]=4)=[N:22][CH:21]=3)=[CH:16][CH:15]=2)[CH2:10][CH2:9]1)=O)(C)(C)C.Cl>CO.O1CCOCC1>[Cl:32][C:28]1[CH:27]=[C:26]([NH:25][C:23]2[O:24][C:20]([C:17]3[CH:18]=[CH:19][C:14]([C:11]4[CH2:12][CH2:13][NH:8][CH2:9][CH:10]=4)=[CH:15][CH:16]=3)=[CH:21][N:22]=2)[CH:31]=[CH:30][CH:29]=1. Reported procedure: To a solution of 4-{4-[2-(3-chlorophenylamino)-oxazol-5-yl]-phenyl}-3,6-dihydro-2H-pyridine-1-carboxylic acid tert-butyl ester (2.5 g, 5.5 mmol) in MeOH (1 mL) is added 4M HCl in dioxane (3 mL) and the mixture is stirred at RT for 2 h. It is concentrated and used in the next step as the bis HCl salt: (M+H)+352.1. Reactants: ClC1=NC2=CC=C(C=C2C=C1)[N+](=O)[O-] (2-Chloro-6-nitroquinoline), C1(=CC=CC=C1)B(O)O (phenylboronic acid), [OH-].[Ba+2].[OH-] (barium hydroxide). Reagents/catalysts: C1(=CC=CC=C1)P(C1=CC=CC=C1)C1=CC=CC=C1.C1(=CC=CC=C1)P(C1=CC=CC=C1)C1=CC=CC=C1.[Pd](Cl)Cl (palladium dichloride bis(triphenylphosphine)). The solvent is C1CCOC1 (THF), O (water). Yields the product C1(=CC=CC=C1)C1=NC2=CC=C(C=C2C=C1)[N+](=O)[O-] (2-phenyl-6-nitroquinoline). As a reaction SMILES: Cl[C:2]1[CH:11]=[CH:10][C:9]2[C:4](=[CH:5][CH:6]=[C:7]([N+:12]([O-:14])=[O:13])[CH:8]=2)[N:3]=1.[C:15]1(B(O)O)[CH:20]=[CH:19][CH:18]=[CH:17][CH:16]=1.[OH-].[Ba+2].[OH-]>C1COCC1.O.C1(P(C2C=CC=CC=2)C2C=CC=CC=2)C=CC=CC=1.C1(P(C2C=CC=CC=2)C2C=CC=CC=2)C=CC=CC=1.[Pd](Cl)Cl>[C:15]1([C:2]2[CH:11]=[CH:10][C:9]3[C:4](=[CH:5][CH:6]=[C:7]([N+:12]([O-:14])=[O:13])[CH:8]=3)[N:3]=2)[CH:20]=[CH:19][CH:18]=[CH:17][CH:16]=1 |f:2.3.4,7.8.9|. Procedure details: 2-Chloro-6-nitroquinoline (10.5 g, 50.4 mmol) (Byoung S. L. et al. Heterocycles. 1998, 48.12, 65), phenylboronic acid (7.4 g, 60.4 mmol), palladium dichloride bis(triphenylphosphine) (0.70 g, 1.01 mmol) and barium hydroxide (38.1 g, 0.121 mol) in 200 ml of anhydrous THF are stirred at 65° C. for 20 hours. The mixture is diluted with water, extracted with CH2Cl2 and evaporated, and the residue is chromatographed on silica gel (1/1 hexane/ethyl acetate). Yield: 7.8 g (62%); IR (KBr): 3475, 3357, 1... Starting materials: B (borane), CO (methanol), C1(CCCC1)CC(=O)NC1=CC=C(C=C1)NC(=O)N1CC2=CC=C(C=C2C1)C(=O)O (2-(4-(2-cyclopentylacetamido)phenylcarbamoyl)isoindoline-5-carboxylic acid). The reagents and catalysts are Cl.O1CCOCC1 (HCl dioxane). Solvent: O1CCCC1 (tetrahydrofuran), O1CCCC1 (tetrahydrofuran). Run at temperature 60 celsius, time 2 hour. Product: C1(CCCC1)CC(=O)NC1=CC=C(C=C1)NC(=O)N1CC2=CC=C(C=C2C1)CO (N-{4-[(cyclopentylacetyl)amino]phenyl}-5-(hydroxymethyl)-1,3-dihydro-2H-isoindole-2-carboxamide). RXN SMILES: [CH:1]1([CH2:6][C:7]([NH:9][C:10]2[CH:15]=[CH:14][C:13]([NH:16][C:17]([N:19]3[CH2:27][C:26]4[C:21](=[CH:22][CH:23]=[C:24]([C:28](O)=[O:29])[CH:25]=4)[CH2:20]3)=[O:18])=[CH:12][CH:11]=2)=[O:8])[CH2:5][CH2:4][CH2:3][CH2:2]1.B.CO>O1CCCC1.Cl.O1CCOCC1>[CH:1]1([CH2:6][C:7]([NH:9][C:10]2[CH:11]=[CH:12][C:13]([NH:16][C:17]([N:19]3[CH2:27][C:26]4[C:21](=[CH:22][CH:23]=[C:24]([CH2:28][OH:29])[CH:25]=4)[CH2:20]3)=[O:18])=[CH:14][CH:15]=2)=[O:8])[CH2:5][CH2:4][CH2:3][CH2:2]1 |f:4.5|. Procedure: To a stirring suspension of 2-(4-(2-cyclopentylacetamido)phenylcarbamoyl)isoindoline-5-carboxylic acid (18 mg, 0.044 mmol) in tetrahydrofuran was added 1M borane in tetrahydrofuran (0.18 mL, 0.18 mml) dropwise. The mixture was heated at 60° C. for 1 hour. The reaction was cooled to room temperature and treated with several drops of 4M HCl-dioxane and methanol and then the clear solution was stirred at room temperature for 2 hours. The reaction was concentrated and purified by reverse-phase HPLC ... Starting materials: CC1(OCCO1)CCCOC=1C=CC(=C(C1)C=C1C(NC(N1)=O)=O)[N+](=O)[O-] (5-[[5-[3-(2-methyl-1,3-dioxolan-2-yl)propoxy]-2-nitrophenyl]methylene]-2,4-imidazolidinedione), CO (methanol), II (Iodine). Reagents/catalysts: [Pd] (palladium on charcoal). Solvent: CN(C=O)C (dimethylformamide), S(=S)(=O)([O-])[O-].[Na+].[Na+] (sodium thiosulfate), C([O-])([O-])=O.[Na+].[Na+] (sodium carbonate). Conditions: time 18 hour. Yields the product O=C(CCCOC1=CC=2C=C3C(=NC2C=C1)NC(N3)=O)C (1,3-dihydro-7-(4-oxopentoxy)-2H-imidazo[4,5-b]quinolin-2-one). Yield: 84.2%. As a reaction SMILES: [CH3:1][C:2]1([CH2:7][CH2:8][CH2:9][O:10][C:11]2[CH:12]=[CH:13][C:14]([N+:25]([O-])=O)=[C:15]([CH:17]=[C:18]3[NH:22][C:21](=[O:23])[NH:20][C:19]3=O)[CH:16]=2)OCC[O:3]1.CO.II>CN(C)C=O.[Pd].S([O-])([O-])(=O)=S.[Na+].[Na+].C(=O)([O-])[O-].[Na+].[Na+]>[O:3]=[C:2]([CH3:1])[CH2:7][CH2:8][CH2:9][O:10][C:11]1[CH:12]=[CH:13][C:14]2[N:25]=[C:19]3[NH:20][C:21](=[O:23])[NH:22][C:18]3=[CH:17][C:15]=2[CH:16]=1 |f:5.6.7,8.9.10|. Procedure: A solution of 5-[[5-[3-(2-methyl-1,3-dioxolan-2-yl)propoxy]-2-nitrophenyl]methylene]-2,4-imidazolidinedione (34.7 g, 92 mmol) in dimethylformamide (500 mL) was hydrogenated over 10% palladium on charcoal (3.5 g) at 200 p.s.i. in a low pressure hydrogenator. After 18 hours, the mixture was filtered through kieselguhr and concentrated in vacuo to afford a beige solid which was suspended in refluxing methanol (500 mL). Iodine (23.3 g, 92 mmol) was added portionwise and the mixture heated at reflux ...